This data is from the Open Reaction Database (ORD), a public repository of structured organic reaction records. The task is: describe an organic reaction: reactants, conditions, products, and yield Conditions: time 3 hour. Yield: 79.7%. Reactants: OC1=C(C=C(C#N)C=C1)OC (4-hydroxy-3-methoxy-benzonitrile), C(C)(C)N(CC)C(C)C (diisopropylethylamine), ClCOC (chloromethylmethylether). Run in C(Cl)Cl (CH2Cl2), C(Cl)Cl (CH2Cl2). Yields the product COC=1C=C(C#N)C=CC1OCOC (3-Methoxy-4-methoxymethoxy-benzonitrile). Procedure: A solution of 4-hydroxy-3-methoxy-benzonitrile (11, 1.5 g, 10 mmol) and diisopropylethylamine (2.7 mL, 15 mmol) in CH2Cl2 (50 mL) was treated with chloromethylmethylether (0.92 mL, 12 mmol) and stirred for 3 h. After diluted with CH2Cl2, the mixture was washed with H2O, dried over MgSO4 and concentrated in vacuo. The residue was purified by flash column chromatography over silica gel using EtOAc:Hex (1:2) as eluant to give 12 as white solid (1.54 g, 80%). Reaction SMILES: [OH:1][C:2]1[CH:9]=[CH:8][C:5]([C:6]#[N:7])=[CH:4][C:3]=1[O:10][CH3:11].C(N(C(C)C)CC)(C)C.Cl[CH2:22][O:23][CH3:24]>C(Cl)Cl>[CH3:11][O:10][C:3]1[CH:4]=[C:5]([CH:8]=[CH:9][C:2]=1[O:1][CH2:22][O:23][CH3:24])[C:6]#[N:7]. Starting materials: C1CCOC1, CCOC(=O)N=NC(=O)OCC, COC(=O)c1ccc(O)cc1O, O=C(NCCCCCCCCc1ccccc1)c1cc(Br)c(OCCO)c(-c2cccc(C(F)(F)F)c2)c1, c1ccc(P(c2ccccc2)c2ccccc2)cc1. Product: COC(=O)c1ccc(OCCOc2c(Br)cc(C(=O)NCCCCCCCCc3ccccc3)cc2-c2cccc(C(F)(F)F)c2)cc1O. RXN SMILES: [CH2:82]1[O:83][CH2:84][CH2:85][CH2:86]1.[O:70]=[C:71]([O:72][CH2:73][CH3:74])[N:75]=[N:76][C:77]([O:78][CH2:79][CH3:80])=[O:81].[OH:58][c:59]1[c:60]([C:61](=[O:62])[O:63][CH3:64])[cH:65][cH:66][c:67]([OH:69])[cH:68]1.[c:1]1([CH2:7][CH2:8][CH2:9][CH2:10][CH2:11][CH2:12][CH2:13][CH2:14][NH:15][C:16]([c:17]2[cH:18][c:19]([Br:37])[c:20]([O:33][CH2:34][CH2:35][OH:36])[c:21](-[c:23]3[cH:24][c:25]([C:29]([F:30])([F:31])[F:32])[cH:26][cH:27][cH:28]3)[cH:22]2)=[O:38])[cH:2][cH:3][cH:4][cH:5][cH:6]1.[c:39]1([P:40]([c:41]2[cH:42][cH:43][cH:44][cH:45][cH:46]2)[c:47]2[cH:48][cH:49][cH:50][cH:51][cH:52]2)[cH:53][cH:54][cH:55][cH:56][cH:57]1>>[c:1]1([CH2:7][CH2:8][CH2:9][CH2:10][CH2:11][CH2:12][CH2:13][CH2:14][NH:15][C:16]([c:17]2[cH:18][c:19]([Br:37])[c:20]([O:33][CH2:34][CH2:35][O:36][c:67]3[cH:66][cH:65][c:60]([C:61](=[O:62])[O:63][CH3:64])[c:59]([OH:58])[cH:68]3)[c:21](-[c:23]3[cH:24][c:25]([C:29]([F:30])([F:31])[F:32])[cH:26][cH:27][cH:28]3)[cH:22]2)=[O:38])[cH:2][cH:3][cH:4][cH:5][cH:6]1. Reactants: C(C)NC(CC)=O (N-ethylpropionic acid amide), CO (methanol). The reagents and catalysts are F[B-](F)(F)F.C[N+](C)(C)C (tetramethyl ammonium tetrafluoroborate). Run at temperature 40 celsius. The product is COC(C)NC(CC)=O (N-(α-methoxyethyl)-propionic acid amide). As a reaction SMILES: [CH2:1]([NH:3][C:4](=[O:7])[CH2:5][CH3:6])[CH3:2].[CH3:8][OH:9]>F[B-](F)(F)F.C[N+](C)(C)C>[CH3:8][O:9][CH:1]([NH:3][C:4](=[O:7])[CH2:5][CH3:6])[CH3:2] |f:2.3|. Procedure details: 36.9 g of methanol was charged into an electrolysis cell according to Example 5, wherein 0.37 g of tetramethyl ammonium tetrafluoroborate were dissolved as conducting salt. After switching on the electrolysis current, the anode current density was 2 A/dm2. The temperature was maintained at 40° C. during the electrolysis. Agitation was performed by a magnetic stirrer at from 30 to 35 revolutions per minute. After the passage of a current quantity of 4.06 Faraday per mole of N-ethylpropionic acid ...